From a dataset of the Open Reaction Database (ORD), a public repository of structured organic reaction records. describe an organic reaction: reactants, conditions, products, and yield Starting materials: Cl (hydrochloric acid), C(C1=CC=CC=C1)OC[C@H]1C[C@H]2CSC(=N[C@]2(CO1)C1=C(C=CC=C1)F)N ((4aR,6R,8aS)-6-benzyloxymethyl-8a-(2-fluorophenyl)-4,4a,5,6,8,8a-hexahydro-7-oxa-3-thia-1-azanaphthalen-2-ylamine), [OH-].[Na+] (sodium hydroxide). Yields the product NC1=N[C@]2(CO[C@H](C[C@H]2CS1)CO)C1=C(C=CC=C1)F ([(4aR,6R,8aS)-2-amino-8a-(2-fluorophenyl)-4,4a,5,6,8,8a-hexahydro-7-oxa-3-thia-1-azanaphthalen-6-yl]methanol). The yield is 92.1%. Reaction SMILES: Cl.C([O:9][CH2:10][C@@H:11]1[O:20][CH2:19][C@@:18]2([C:21]3[CH:26]=[CH:25][CH:24]=[CH:23][C:22]=3[F:27])[C@H:13]([CH2:14][S:15][C:16]([NH2:28])=[N:17]2)[CH2:12]1)C1C=CC=CC=1.[OH-].[Na+]>>[NH2:28][C:16]1[S:15][CH2:14][C@H:13]2[C@:18]([C:21]3[CH:26]=[CH:25][CH:24]=[CH:23][C:22]=3[F:27])([CH2:19][O:20][C@@H:11]([CH2:10][OH:9])[CH2:12]2)[N:17]=1 |f:2.3|. Procedure details: Concentrated hydrochloric acid (25.2 ml) was added to (4aR,6R,8aS)-6-benzyloxymethyl-8a-(2-fluorophenyl)-4,4a,5,6,8,8a-hexahydro-7-oxa-3-thia-1-azanaphthalen-2-ylamine (1.26 g), and the mixture was heated under reflux for two hours. After cooling the reaction solution to room temperature, the reaction mixture was poured into ice. The mixture was neutralized with 5 N sodium hydroxide, and the aqueous layer was extracted with dichloromethane. The organic layer was dried over anhydrous magnesium su... Reaction SMILES: [CH3:22][I:23].[CH3:25][CH2:26][CH2:27][CH2:28][CH2:29][CH3:30].[F:1][CH:2]1[C:3](=[O:21])[NH:4][c:5]2[c:6]([cH:16][c:17]([Cl:20])[cH:18][cH:19]2)[C:7]([c:9]2[c:10]([Cl:15])[cH:11][cH:12][cH:13][cH:14]2)=[N:8]1.[O:31]1[CH2:32][CH2:33][CH2:34][CH2:35]1.[OH2:24].[cH:36]1[cH:37][cH:38][cH:39][cH:40][cH:41]1>>[F:1][CH:2]1[C:3](=[O:21])[N:4]([CH3:25])[c:5]2[c:6]([cH:16][c:17]([Cl:20])[cH:18][cH:19]2)[C:7]([c:9]2[c:10]([Cl:15])[cH:11][cH:12][cH:13][cH:14]2)=[N:8]1. Reactants: CI, CCCCCC, O=C1Nc2ccc(Cl)cc2C(c2ccccc2Cl)=NC1F, C1CCOC1, O, c1ccccc1. The product is CN1C(=O)C(F)N=C(c2ccccc2Cl)c2cc(Cl)ccc21. Reactants: CC(=O)NNc1ccc(N)cc1, CC#N, S=C=Nc1ccccc1. The product is CC(=O)NNc1ccc(NC(=S)Nc2ccccc2)cc1. RXN SMILES: [C:1]([CH3:2])(=[O:3])[NH:4][NH:5][c:6]1[cH:7][cH:8][c:9]([NH2:12])[cH:10][cH:11]1.[CH3:22][C:23]#[N:24].[c:13]1([N:19]=[C:20]=[S:21])[cH:14][cH:15][cH:16][cH:17][cH:18]1>>[C:1]([CH3:2])(=[O:3])[NH:4][NH:5][c:6]1[cH:7][cH:8][c:9]([NH:12][C:20]([NH:19][c:13]2[cH:14][cH:15][cH:16][cH:17][cH:18]2)=[S:21])[cH:10][cH:11]1. Conditions: time 18 hour. Reactants: C(Cl)(Cl)Cl.CO (chloroform methanol), ClC1=NC(=NC=2NC3=CC=CC=C3C21)NC(C(C)(C)C)=O (N-(4-chloro-9H-pyrimido[4,5-b]indol-2-yl)-2,2-dimethylpropanamide), COC1=CC=C(N)C=C1 (4-methoxyaniline). Procedure: Using the general procedure described above, the reaction of 6 (80 mg, 0.26 mmol) and 4-methoxyaniline (244 mg, 1.98 mmol) was run for 18 hours, to provide 52 mg of 8 as a white solid in 51% yield, TLC Rf 0.55 (chloroform-methanol 15:1); mp 266.8-267° C.; 1H NMR (DMSO-d6) δ 1.23 (s, 9H, C(CH3)3), 3.75 (s, 3H, OCH3), 6.88-8.26 (m, 8H, Ar—H), 8.55 (s, 1H, 4-NH, exch), 9.41 (s, 1H, 2-NH, exch), 11.79 (s, 1H, 9-NH, exch). Anal. Calculated (C22H23N5O2, 0.4 H2O): C, 66.61; H, 6.04; N, 17.65. Found: C,... The product is COC=1C=C(C=CC1)NC1=NC(=NC=2NC3=CC=CC=C3C21)NC(C(C)(C)C)=O (N-{4-[(3-methoxyphenyl)amino]-9H-pyrimido[4,5-b]indol-2-yl}-2,2-dimethylpropanamide). RXN SMILES: Cl[C:2]1[C:14]2[C:13]3[C:8](=[CH:9][CH:10]=[CH:11][CH:12]=3)[NH:7][C:6]=2[N:5]=[C:4]([NH:15][C:16](=[O:21])[C:17]([CH3:20])([CH3:19])[CH3:18])[N:3]=1.CO[C:24]1[CH:30]=[CH:29][C:27]([NH2:28])=[CH:26][CH:25]=1.C(Cl)(Cl)Cl.[CH3:35][OH:36]>>[CH3:35][O:36][C:25]1[CH:26]=[C:27]([NH:28][C:2]2[C:14]3[C:13]4[C:8](=[CH:9][CH:10]=[CH:11][CH:12]=4)[NH:7][C:6]=3[N:5]=[C:4]([NH:15][C:16](=[O:21])[C:17]([CH3:20])([CH3:19])[CH3:18])[N:3]=2)[CH:29]=[CH:30][CH:24]=1 |f:2.3|. Yield: 51.0%. The reactants are C(#C)C=1C=NC=C(C1)CN1CCCC1 (3-Ethynyl-5-(pyrrolidin-1-ylmethyl)pyridine), N1(C=NC=C1)C=1C=C(C=C(C1)C(F)(F)F)NC(C1=CC(=C(C=C1)C)I)=O (N-(3-(1H-imidazol-1-yl)-5-(trifluoromethyl)phenyl)-3-iodo-4-methylbenzamide), C(C)(C)N(CC)C(C)C (diisopropylethylamine). Reagents/catalysts: C=1C=CC(=CC1)[P](C=2C=CC=CC2)(C=3C=CC=CC3)[Pd]([P](C=4C=CC=CC4)(C=5C=CC=CC5)C=6C=CC=CC6)([P](C=7C=CC=CC7)(C=8C=CC=CC8)C=9C=CC=CC9)[P](C=1C=CC=CC1)(C=1C=CC=CC1)C=1C=CC=CC1 (Pd(PPh3)4), [Cu]I (CuI). Solvent: CN(C)C=O (DMF). Run at time 8 hour. Yields the product N1(C=NC=C1)C=1C=C(C=C(C1)C(F)(F)F)NC(C1=CC(=C(C=C1)C)C#CC=1C=NC=C(C1)CN1CCCC1)=O (N-[3-(1H-imidazol-1-yl)-5-(trifluoromethyl)phenyl]-4-methyl-3-{[5-(pyrrolidin-1-ylmethyl)pyridin-3-yl]ethynyl}benzamide). As a reaction SMILES: [C:1]([C:3]1[CH:4]=[N:5][CH:6]=[C:7]([CH2:9][N:10]2[CH2:14][CH2:13][CH2:12][CH2:11]2)[CH:8]=1)#[CH:2].[N:15]1([C:20]2[CH:21]=[C:22]([NH:30][C:31](=[O:40])[C:32]3[CH:37]=[CH:36][C:35]([CH3:38])=[C:34](I)[CH:33]=3)[CH:23]=[C:24]([C:26]([F:29])([F:28])[F:27])[CH:25]=2)[CH:19]=[CH:18][N:17]=[CH:16]1.C(N(C(C)C)CC)(C)C>CN(C=O)C.C1C=CC([P]([Pd]([P](C2C=CC=CC=2)(C2C=CC=CC=2)C2C=CC=CC=2)([P](C2C=CC=CC=2)(C2C=CC=CC=2)C2C=CC=CC=2)[P](C2C=CC=CC=2)(C2C=CC=CC=2)C2C=CC=CC=2)(C2C=CC=CC=2)C2C=CC=CC=2)=CC=1.[Cu]I>[N:15]1([C:20]2[CH:21]=[C:22]([NH:30][C:31](=[O:40])[C:32]3[CH:37]=[CH:36][C:35]([CH3:38])=[C:34]([C:2]#[C:1][C:3]4[CH:4]=[N:5][CH:6]=[C:7]([CH2:9][N:10]5[CH2:14][CH2:13][CH2:12][CH2:11]5)[CH:8]=4)[CH:33]=3)[CH:23]=[C:24]([C:26]([F:29])([F:28])[F:27])[CH:25]=2)[CH:19]=[CH:18][N:17]=[CH:16]1 |^1:58,60,79,98|. Reported procedure: A mixture of 3-Ethynyl-5-(pyrrolidin-1-ylmethyl)pyridine (0.52 mmol), 0.245 g (0.52 mmol) of N-(3-(1H-imidazol-1-yl)-5-(trifluoromethyl)phenyl)-3-iodo-4-methylbenzamide (as prepared above), 0.030 g (0.026 mmol) of Pd(PPh3)4, 0.007 g (0.039 mmol) of CuI, and 0.14 mL (0.78 mmol) of diisopropylethylamine in 3.0 mL of DMF is stirred at ambient temperature overnight under an atmosphere of N2. The reaction mixture is concentrated and the crude product is purified by silica gel flash chromatography (el... The reactants are O (water), N(C1=CC=CC=C1)C1=CC=C(C=C1)NC(C(C)(C)O)=O (N-(4-anilinophenyl)-2-hydroxyisobutyramide), O (water). Solvent: S(O)(O)(=O)=O (sulfuric acid). Conditions: time 18 minute. The product is N(C1=CC=CC=C1)C1=CC=C(C=C1)NC(C(=C)C)=O (N-(4-anilinophenyl)methacrylamide). Yield: 80.6%. As a reaction SMILES: [NH:1]([C:8]1[CH:13]=[CH:12][C:11]([NH:14][C:15](=[O:20])[C:16](O)([CH3:18])[CH3:17])=[CH:10][CH:9]=1)[C:2]1[CH:7]=[CH:6][CH:5]=[CH:4][CH:3]=1.O>S(=O)(=O)(O)O>[NH:1]([C:8]1[CH:9]=[CH:10][C:11]([NH:14][C:15](=[O:20])[C:16]([CH3:18])=[CH2:17])=[CH:12][CH:13]=1)[C:2]1[CH:3]=[CH:4][CH:5]=[CH:6][CH:7]=1. Procedure: 4.85 Grams (0.018 moles) N-(4-anilinophenyl)-2-hydroxyisobutyramide from Example 3 was dissolved in 43.6 grams concentrated sulfuric acid at room temperature in a large test tube. The test tube was then placed in a boiling water bath for 18 minutes before being rapidly cooled in a stream of cold water. This reaction solution was then added dropwise to 800 milliliters of stirred cold water over a 45 minute period. The light green product was filtered off, washed with water and dried in the air to... Reactants: C(C)(C)(C)O (tert-butanol), andl-ethyl-3-(3-dimethylaminopropyl) carbodiimide, O (Water), OP(=O)CC(C(=O)OC(C)(C)C)CCC(=O)OC(C)(C)C (di-tert-butyl 2-[(hydroxy-phosphinyl)methyl]pentane-1,5-dioate). Reagents/catalysts: CN(C1=CC=NC=C1)C (4-dimethylaminopyridine). Run in ClCCl (dichloromethane), ClCCl (dichloromethane). Run at time 8 hour. The product is C(C)(C)(C)OP(=O)CC(C(=O)OC(C)(C)C)CCC(=O)OC(C)(C)C (Di-tert-butyl 2-[(tert-butoxyphosphinyl)methyl]-pentanedioate). Isolated yield 70.3%. Reaction SMILES: [OH:1][PH:2]([CH2:4][CH:5]([CH2:13][CH2:14][C:15]([O:17][C:18]([CH3:21])([CH3:20])[CH3:19])=[O:16])[C:6]([O:8][C:9]([CH3:12])([CH3:11])[CH3:10])=[O:7])=[O:3].[C:22](O)([CH3:25])([CH3:24])[CH3:23].O>ClCCl.CN(C)C1C=CN=CC=1>[C:22]([O:3][PH:2]([CH2:4][CH:5]([CH2:13][CH2:14][C:15]([O:17][C:18]([CH3:21])([CH3:20])[CH3:19])=[O:16])[C:6]([O:8][C:9]([CH3:10])([CH3:11])[CH3:12])=[O:7])=[O:1])([CH3:25])([CH3:24])[CH3:23]. Reported procedure: To a solution of di-tert-butyl 2-[(hydroxy-phosphinyl)methyl]pentane-1,5-dioate (315 g, 0.977 mol) in dichloromethane (1000 ml) cooled in an ice bath and under nitrogen were added tert-butanol (123.1 g, 1.66 mol), 4-dimethylaminopyridine (1 g, 8.2 mmol), andl-ethyl-3-(3-dimethylaminopropyl) carbodiimide (281 g, 1.47 mol). The reaction was allowed to stir overnight. Water was added to the reaction mixture and the dichloromethane layer was retained and dried, and the solvent was removed under redu... Yields the product FC1=CC=C(C=C1)C(CC1=CC(=C(C(=O)O)C=C1)C1=CC=CC=C1)CN1C=NC=C1C (4-[2-(4-fluorophenyl)-3-(5-methylimidazol-1-yl)-propyl]-2-phenyl-benzoic acid). Run in CO (methanol). Reaction SMILES: [F:1][C:2]1[CH:7]=[CH:6][C:5]([CH:8]([CH2:26][N:27]2[C:31]([CH3:32])=[CH:30][N:29]=[CH:28]2)[CH2:9][C:10]2[CH:19]=[CH:18][C:13]([C:14]([O:16]C)=[O:15])=[C:12]([C:20]3[CH:25]=[CH:24][CH:23]=[CH:22][CH:21]=3)[CH:11]=2)=[CH:4][CH:3]=1.[OH-].[Na+]>CO>[F:1][C:2]1[CH:7]=[CH:6][C:5]([CH:8]([CH2:26][N:27]2[C:31]([CH3:32])=[CH:30][N:29]=[CH:28]2)[CH2:9][C:10]2[CH:19]=[CH:18][C:13]([C:14]([OH:16])=[O:15])=[C:12]([C:20]3[CH:25]=[CH:24][CH:23]=[CH:22][CH:21]=3)[CH:11]=2)=[CH:4][CH:3]=1 |f:1.2|. Starting materials: FC1=CC=C(C=C1)C(CC1=CC(=C(C(=O)OC)C=C1)C1=CC=CC=C1)CN1C=NC=C1C (methyl 4-[2-(4-fluorophenyl)-3-(5-methylimidazol-1-yl)-propyl)-2-phenyl-benzoate), [OH-].[Na+] (NaOH). Reported procedure: Product from step B in solution in methanol (25 ml) was treated at reflux for 2 hours with NaOH 2N (5.8 ml). After evaporation to dryness and neutralisation at pH6 with 6N HCl, the resulting solid was filtered and purified on reverse phase silica eluting with MeOH/(NH4)2CO3 buffer (2 g/l, pH7) 40/60 to give 4-[2-(4-fluorophenyl)-3-(5-methylimidazol-1-yl)-propyl]-2-phenyl-benzoic acid. Reactants: C(C1=CC=CC=C1)OC1=CC=C2C(=CNC2=C1)[C@@H]1C(NC([C@H]1C1=CN2CCCC3=CC=CC1=C23)=O)=O ((rac)-trans-3-[6-(benzyloxy)-1H-indol-3-yl]-4-(5,6-dihydro-4H-pyrrolo[3,2,1-ij]quinolin-1-yl)pyrrolidine-2,5-dione), [H][H] (hydrogen). The reagents and catalysts are [Pd] (Pd/C). The solvent is CO (methanol). Product: C1(=CN2CCCC3=CC=CC1=C23)[C@@H]2C(NC([C@H]2C2=CNC3=CC(=CC=C23)O)=O)=O ((rac)-trans-3-(5,6-dihydro-4H-pyrrolo[3,2,1-ij]quinolin-1-yl)-4-(6-hydroxy-1H-indol-3-yl)pyrrolidine-2,5-dione). Yield: 28.9%. RXN SMILES: C([O:8][C:9]1[CH:17]=[C:16]2[C:12]([C:13]([C@H:18]3[C@H:22]([C:23]4[C:33]5=[C:34]6[C:29](=[CH:30][CH:31]=[CH:32]5)[CH2:28][CH2:27][CH2:26][N:25]6[CH:24]=4)[C:21](=[O:35])[NH:20][C:19]3=[O:36])=[CH:14][NH:15]2)=[CH:11][CH:10]=1)C1C=CC=CC=1.[H][H]>CO.[Pd]>[C:23]1([C@H:22]2[C@H:18]([C:13]3[C:12]4[C:16](=[CH:17][C:9]([OH:8])=[CH:10][CH:11]=4)[NH:15][CH:14]=3)[C:19](=[O:36])[NH:20][C:21]2=[O:35])[C:33]2=[C:34]3[C:29](=[CH:30][CH:31]=[CH:32]2)[CH2:28][CH2:27][CH2:26][N:25]3[CH:24]=1. Reported procedure: The (rac)-trans-3-[6-(benzyloxy)-1H-indol-3-yl]-4-(5,6-dihydro-4H-pyrrolo[3,2,1-ij]quinolin-1-yl)pyrrolidine-2,5-dione (500 mg, 1.05 mmol) and 10% Pd/C (10 mg) were stirred under 1 atmosphere of hydrogen in methanol (200 mL) at room temperature for 24 hours. The reaction mixture was filtered through a bed of Celite and the filtrate evaporated to dryness. The residue was purified by silica gel chromatography, eluting with 1-7% methanol in dichloromethane to afford to yield (rac)-trans-3-(5,6-dihy... Reported procedure: A 4 M hydrogen chloride/ethyl acetate solution (2 ml) is added to N1-isopropyl-(2RS,3S)-3-(tert-butoxycarbonylamino)-2-hydroxy-4-phenylbutyramide (300 mg, Reference compound No. 20-1), and the mixture is stirred for five hours. The reaction mixture is concentrated under reduced pressure, a saturated aqueous sodium hydrogencarbonate solution is added to the resulting residue, and the whole is extracted with ethyl acetate. The extract is washed with water and saturated brine successively and dried... Starting materials: Cl.C(C)(=O)OCC (hydrogen chloride ethyl acetate), C(C)(C)NC(C([C@H](CC1=CC=CC=C1)NC(=O)OC(C)(C)C)O)=O (N1-isopropyl-(2RS,3S)-3-(tert-butoxycarbonylamino)-2-hydroxy-4-phenylbutyramide). Yields the product C(C)(C)NC(C([C@H](CC1=CC=CC=C1)N)O)=O (N1-Isopropyl-(2RS,3S)-3-amino-2-hydroxy-4-phenylbutyramide). As a reaction SMILES: Cl.C(OCC)(=O)C.[CH:8]([NH:11][C:12](=[O:31])[CH:13]([OH:30])[C@@H:14]([NH:22]C(OC(C)(C)C)=O)[CH2:15][C:16]1[CH:21]=[CH:20][CH:19]=[CH:18][CH:17]=1)([CH3:10])[CH3:9]>>[CH:8]([NH:11][C:12](=[O:31])[CH:13]([OH:30])[C@@H:14]([NH2:22])[CH2:15][C:16]1[CH:21]=[CH:20][CH:19]=[CH:18][CH:17]=1)([CH3:10])[CH3:9] |f:0.1|. Run at time 5 hour.